Task: describe an organic reaction: reactants, conditions, products, and yield. Dataset: the Open Reaction Database (ORD), a public repository of structured organic reaction records The reactants are Cl.COC([C@@H](NC(C1=C(C=C(C=C1)C([C@@H](N)CC1=CNC=N1)=O)C1=CC=CC=C1)=O)CCSC)=O (4-(L-histidyl)-2-phenylbenzoyl methionine methyl ester hydrochloride), O[Li].O (LiOH.H2O), Cl (HCl). Run in C1CCOC1.O (THF H2O). Conditions: time 6 hour. Product: Cl.N[C@@H](CC1=CNC=N1)C(=O)C1=CC(=C(C(=O)N[C@@H](CCSC)C(=O)O)C=C1)C1=CC=CC=C1 ([4-(L-histidyl)-2-phenylbenzoyl]methionine hydrochloride). Isolated yield 30.8%. RXN SMILES: [ClH:1].C[O:3][C:4](=[O:35])[C@H:5]([CH2:31][CH2:32][S:33][CH3:34])[NH:6][C:7](=[O:30])[C:8]1[CH:13]=[CH:12][C:11]([C:14](=[O:23])[C@H:15]([CH2:17][C:18]2[N:22]=[CH:21][NH:20][CH:19]=2)[NH2:16])=[CH:10][C:9]=1[C:24]1[CH:29]=[CH:28][CH:27]=[CH:26][CH:25]=1.O[Li].O.Cl>C1COCC1.O>[ClH:1].[NH2:16][C@H:15]([C:14]([C:11]1[CH:12]=[CH:13][C:8]([C:7]([NH:6][C@H:5]([C:4]([OH:35])=[O:3])[CH2:31][CH2:32][S:33][CH3:34])=[O:30])=[C:9]([C:24]2[CH:25]=[CH:26][CH:27]=[CH:28][CH:29]=2)[CH:10]=1)=[O:23])[CH2:17][C:18]1[N:22]=[CH:21][NH:20][CH:19]=1 |f:0.1,2.3,5.6,7.8|. Reported procedure: To a solution of [4-(L-histidyl)-2-phenylbenzoyl methionine methyl ester hydrochloride (98.9 mg, 0.200 mmol), prepared as in Example 184B, in THF/H2O (4:1, 20 mL) was added LiOH.H2O (68.5 mg, 1.60 mmol). The solution was stirred for 6 hours and then was treated with 1 M aqueous HCl (20 mL). The mixture was lyopholized to provide a white solid. Recrystallization from methanol afforded [4-(L-histidyl)-2-phenylbenzoyl]methionine hydrochloride (31 mg, 32%) as a white solid. 1H NMR (D2O) δ 1.68-1.82 ... Reactants: [Cl-], [Cl-], Ic1ccccc1, CC(=O)c1ccc(N)c(Sc2ccc(F)cc2F)c1, C1CCOC1, c1ccncc1. The product is CC(=O)c1cc(Cl)c(N)c(Sc2ccc(F)cc2F)c1. RXN SMILES: [Cl-:26].[Cl-:27].[I:28][c:29]1[cH:30][cH:31][cH:32][cH:33][cH:34]1.[NH2:1][c:2]1[c:3]([S:11][c:12]2[c:13]([F:19])[cH:14][c:15]([F:18])[cH:16][cH:17]2)[cH:4][c:5]([C:8]([CH3:9])=[O:10])[cH:6][cH:7]1.[O:35]1[CH2:36][CH2:37][CH2:38][CH2:39]1.[cH:20]1[cH:21][cH:22][n:23][cH:24][cH:25]1>>[NH2:1][c:2]1[c:3]([S:11][c:12]2[c:13]([F:19])[cH:14][c:15]([F:18])[cH:16][cH:17]2)[cH:4][c:5]([C:8]([CH3:9])=[O:10])[cH:6][c:7]1[Cl:26].